This data is from the Open Reaction Database (ORD), a public repository of structured organic reaction records. The task is: describe an organic reaction: reactants, conditions, products, and yield Reactants: ClC1=NOC2=C1C=C(C=C2)Cl (3,5-dichloro-1,2-benzoisoxazole), O (water), C(C1=CC=CC=C1)(C1=CC=CC=C1)(C1=CC=CC=C1)NC(CO)CC=1N=CN(C1)C(C1=CC=CC=C1)(C1=CC=CC=C1)C1=CC=CC=C1 (2-tritylamino-3-(1-trityl-4-imidazolyl)-1-propanol), [H-].[Na+] (sodium hydride). The solvent is CN(C=O)C (N,N-dimethylformamide), C(C)(=O)OCC (ethyl acetate), CN(C=O)C (N,N-dimethylformamide), CN(C=O)C (N,N-dimethylformamide). Yields the product ClC=1C=CC2=C(C(=NO2)OCC(CC=2N=CN(C2)C(C2=CC=CC=C2)(C2=CC=CC=C2)C2=CC=CC=C2)NC(C2=CC=CC=C2)(C2=CC=CC=C2)C2=CC=CC=C2)C1 (5-chloro-3-[2-tritylamino-3-(1-trityl-4-imidazolyl)propoxy]-1,2-benzoisoxazole). Reaction SMILES: [C:1]([NH:20][CH:21]([CH2:24][C:25]1[N:26]=[CH:27][N:28]([C:30]([C:43]2[CH:48]=[CH:47][CH:46]=[CH:45][CH:44]=2)([C:37]2[CH:42]=[CH:41][CH:40]=[CH:39][CH:38]=2)[C:31]2[CH:36]=[CH:35][CH:34]=[CH:33][CH:32]=2)[CH:29]=1)[CH2:22][OH:23])([C:14]1[CH:19]=[CH:18][CH:17]=[CH:16][CH:15]=1)([C:8]1[CH:13]=[CH:12][CH:11]=[CH:10][CH:9]=1)[C:2]1[CH:7]=[CH:6][CH:5]=[CH:4][CH:3]=1.[H-].[Na+].Cl[C:52]1[C:56]2[CH:57]=[C:58]([Cl:61])[CH:59]=[CH:60][C:55]=2[O:54][N:53]=1.O>CN(C)C=O.C(OCC)(=O)C>[Cl:61][C:58]1[CH:59]=[CH:60][C:55]2[O:54][N:53]=[C:52]([O:23][CH2:22][CH:21]([NH:20][C:1]([C:14]3[CH:19]=[CH:18][CH:17]=[CH:16][CH:15]=3)([C:2]3[CH:7]=[CH:6][CH:5]=[CH:4][CH:3]=3)[C:8]3[CH:9]=[CH:10][CH:11]=[CH:12][CH:13]=3)[CH2:24][C:25]3[N:26]=[CH:27][N:28]([C:30]([C:43]4[CH:48]=[CH:47][CH:46]=[CH:45][CH:44]=4)([C:37]4[CH:38]=[CH:39][CH:40]=[CH:41][CH:42]=4)[C:31]4[CH:32]=[CH:33][CH:34]=[CH:35][CH:36]=4)[CH:29]=3)[C:56]=2[CH:57]=1 |f:1.2|. Procedure details: A solution of 2.0 g of 2-tritylamino-3-(1-trityl-4-imidazolyl)-1-propanol in 10 ml of N,N-dimethylformamide is dropwise added to a suspension of 0.14 g of 60% (w/w) sodium hydride in 15 ml of N,N-dimethylformamide at room temperature over 15 minutes, and the temperature is then elevated gradually to 80° C., after which this is added to a solution of 0.6 g of 3,5-dichloro-1,2-benzoisoxazole in 10 ml of N,N-dimethylformamide. They are subjected to reaction at the same temperature for six hours. Af... Reactants: CS(=O)(=O)c1ccc(S(=O)(=O)Cl)cc1, CCOC(=O)Cc1csc(N)n1. The product is CCOC(=O)Cc1csc(NS(=O)(=O)c2ccc(S(C)(=O)=O)cc2)n1. Reaction SMILES: [CH3:13][S:14](=[O:15])(=[O:16])[c:17]1[cH:18][cH:19][c:20]([S:23](=[O:24])(=[O:25])[Cl:26])[cH:21][cH:22]1.[NH2:1][c:2]1[s:3][cH:4][c:5]([CH2:7][C:8](=[O:9])[O:10][CH2:11][CH3:12])[n:6]1>>[NH:1]([c:2]1[s:3][cH:4][c:5]([CH2:7][C:8](=[O:9])[O:10][CH2:11][CH3:12])[n:6]1)[S:23]([c:20]1[cH:19][cH:18][c:17]([S:14]([CH3:13])(=[O:15])=[O:16])[cH:22][cH:21]1)(=[O:24])=[O:25]. Reactants: COCOC=1C=CC(=C(C(=O)OCC)C1)OCC1OC1 (ethyl 5-(methoxymethoxy)-2-(oxiran-2-ylmethoxy)benzoate), C1(=CC=CC=C1)C1=CSC=2N=CN=C(C21)N2CCC(CC2)N (1-(5-phenylthieno[2,3-d]pyrimidin-4-yl)piperidin-4-amine). Yields the product OC=1C=CC(=C(C(=O)OCC)C1)OCC(CNC1CCN(CC1)C=1C2=C(N=CN1)SC=C2C2=CC=CC=C2)O (ethyl 5-hydroxy-2-(2-hydroxy-3-(1-(5-phenylthieno[2,3-d]pyrimidin-4-yl)piperidin-4-ylamino)propoxy)benzoate). Isolated yield 48.0%. As a reaction SMILES: COC[O:4][C:5]1[CH:6]=[CH:7][C:8]([O:16][CH2:17][CH:18]2[CH2:20][O:19]2)=[C:9]([CH:15]=1)[C:10]([O:12][CH2:13][CH3:14])=[O:11].[C:21]1([C:27]2[C:35]3[C:34]([N:36]4[CH2:41][CH2:40][CH:39]([NH2:42])[CH2:38][CH2:37]4)=[N:33][CH:32]=[N:31][C:30]=3[S:29][CH:28]=2)[CH:26]=[CH:25][CH:24]=[CH:23][CH:22]=1>>[OH:4][C:5]1[CH:6]=[CH:7][C:8]([O:16][CH2:17][CH:18]([OH:19])[CH2:20][NH:42][CH:39]2[CH2:40][CH2:41][N:36]([C:34]3[C:35]4[C:27]([C:21]5[CH:26]=[CH:25][CH:24]=[CH:23][CH:22]=5)=[CH:28][S:29][C:30]=4[N:31]=[CH:32][N:33]=3)[CH2:37][CH2:38]2)=[C:9]([CH:15]=1)[C:10]([O:12][CH2:13][CH3:14])=[O:11]. Reported procedure: Synthesis followed SP6 (6 h), using 250 μmol ethyl 5-(methoxymethoxy)-2-(oxiran-2-ylmethoxy)benzoate and 1-(5-phenylthieno[2,3-d]pyrimidin-4-yl)piperidin-4-amine to give MOM intermediate upon purification by prep. TLC (2 mm silica gel, PE/CH2Cl2/MeOH 4:6:1) with 48% yield. Product was obtained by MOM-removal according to SP8 with 32% yield upon purification by prep. TLC (1 mm silica gel, PE/CH2Cl2/MeOH 2:5:1). Reactants: COC(C(CC1=CC=C(C=C1)C(O[SiH2]C(C)(C)C)(C)C)SCCC1=CC=C(C=C1)F)=O (3-[4-(tert-butyl-dimethyl-silanyloxy-methyl)-phenyl]-2-[2-(4-fluoro-phenyl)-ethylsulfanyl]-propionic acid methyl ester), ClC(COC(C(CC1=CC=C(C=C1)CC(=O)O)Cl)=O)(Cl)Cl (3-(4-carboxymethyl-phenyl)-2-chloro-propionic acid 2,2,2-trichloro-ethyl ester), FC1=CC=C(C=C1)CCS (2-(4-fluoro-phenyl)-ethanethiol). The product is ClC(COC(C(CC1=CC=C(C=C1)CC(=O)O)SCCC1=CC=C(C=C1)F)=O)(Cl)Cl (3-(4-Carboxymethyl-phenyl)-2-[2-(4-fluoro-phenyl)-ethylsulfanyl]-propionic acid 2,2,2-trichloro-ethyl ester), solid. Isolated yield 39.6%. RXN SMILES: [Cl:1][C:2]([Cl:21])([Cl:20])[CH2:3][O:4][C:5](=[O:19])[CH:6](Cl)[CH2:7][C:8]1[CH:13]=[CH:12][C:11]([CH2:14][C:15]([OH:17])=[O:16])=[CH:10][CH:9]=1.[F:22][C:23]1[CH:28]=[CH:27][C:26]([CH2:29][CH2:30][SH:31])=[CH:25][CH:24]=1.COC(=O)C(SCCC1C=CC(F)=CC=1)CC1C=CC(C(C)(C)O[SiH2]C(C)(C)C)=CC=1>>[Cl:1][C:2]([Cl:21])([Cl:20])[CH2:3][O:4][C:5](=[O:19])[CH:6]([S:31][CH2:30][CH2:29][C:26]1[CH:27]=[CH:28][C:23]([F:22])=[CH:24][CH:25]=1)[CH2:7][C:8]1[CH:13]=[CH:12][C:11]([CH2:14][C:15]([OH:17])=[O:16])=[CH:10][CH:9]=1. Reported procedure: The title compound was prepared from 3-(4-carboxymethyl-phenyl)-2-chloro-propionic acid 2,2,2-trichloro-ethyl ester (1.17 g, 3.13 mmol) and 2-(4-fluoro-phenyl)-ethanethiol (0.53 g, 3.44 mmol) as described for 3-[4-(tert-butyl-dimethyl-silanyloxy-methyl)-phenyl]-2-[2-(4-fluoro-phenyl)-ethylsulfanyl]-propionic acid methyl ester. After purification by flash chromatography with n-heptane/EtOAc 10:1 as the eluent the product was obtained as a solid (611 mg, 39.6%). 1H NMR (300 MHz, CDCl3): δ 7.09-7.2...